Dataset: the Open Reaction Database (ORD), a public repository of structured organic reaction records. Task: describe an organic reaction: reactants, conditions, products, and yield Reactants: BrC1=C(C=CC=C1O)C(C)=O (1-(2-Bromo-3-hydroxy phenyl)ethanone), O (water), example 3 ( 3c ), FC(C(=O)O)(S(=O)(=O)F)F (difluoro(fluorosulfonyl)acetic acid). Reagents/catalysts: [Cu]I (copper (I) iodide). The solvent is C(C)#N (acetonitrile), C(C)#N (acetonitrile). Run at temperature 55 celsius, time 3 hour. Yields the product BrC1=C(C=CC=C1OC(F)F)C(C)=O (1-[2-Bromo-3-(difluoromethoxy)phenyl]ethanone). Isolated yield 18.0%. As a reaction SMILES: [Br:1][C:2]1[C:7]([OH:8])=[CH:6][CH:5]=[CH:4][C:3]=1[C:9](=[O:11])[CH3:10].[F:12][C:13]([F:21])(S(F)(=O)=O)C(O)=O.O>C(#N)C.[Cu]I>[Br:1][C:2]1[C:7]([O:8][CH:13]([F:21])[F:12])=[CH:6][CH:5]=[CH:4][C:3]=1[C:9](=[O:11])[CH3:10]. Reported procedure: 1-(2-Bromo-3-hydroxy phenyl)ethanone (6.50 g, 30.2 mmol), which had been obtained in Reference example 3 (3c), and copper (I) iodide (2.51 g, 13.2 mmol) were dissolved in acetonitrile (150 mL), followed by addition of a solution of difluoro(fluorosulfonyl)acetic acid (50.0 g, 281 mmol) dissolved in acetonitrile (50 mL) over 1 hour and 30 minutes under heating at 55° C. Upon the completion of the dropwise addition, the reaction solution was stirred at 55° C. for 3 hours, cooled to room temperatur... Product: C1(CC1)N1C=C(C(C2=C(C(=C(C(=C12)F)N1CC(CC1)N1N=NC=C1)F)C)=O)C(=O)O (1-Cyclopropyl-6,8-difluoro-5-methyl-7-[3-(1,2,3-triazol-1-yl)pyrrolidin-1-yl]-1,4-dihydro-4-oxoquinoline-3-carboxylic acid). Solvent: N1=CC=CC=C1 (pyridine). The reactants are C1(CC1)N1C=C(C(C2=C(C(=C(C(=C12)F)F)F)C)=O)C(=O)O (1-Cyclopropyl-5-methyl-6,7,8-trifluoro-1,4-dihydro-4-oxoquinoline-3-carboxylic acid), Cl.N1(N=NC=C1)C1CNCC1 (3-(1,2,3-triazol-1-yl)pyrrolidine hydrochloride), C1CCC2=NCCCN2CC1 (DBU). RXN SMILES: [CH:1]1([N:4]2[C:13]3[C:8](=[C:9]([CH3:17])[C:10]([F:16])=[C:11](F)[C:12]=3[F:14])[C:7](=[O:18])[C:6]([C:19]([OH:21])=[O:20])=[CH:5]2)[CH2:3][CH2:2]1.Cl.[N:23]1([CH:28]2[CH2:32][CH2:31][NH:30][CH2:29]2)[CH:27]=[CH:26][N:25]=[N:24]1.C1CCN2C(=NCCC2)CC1>N1C=CC=CC=1>[CH:1]1([N:4]2[C:13]3[C:8](=[C:9]([CH3:17])[C:10]([F:16])=[C:11]([N:30]4[CH2:31][CH2:32][CH:28]([N:23]5[CH:27]=[CH:26][N:25]=[N:24]5)[CH2:29]4)[C:12]=3[F:14])[C:7](=[O:18])[C:6]([C:19]([OH:21])=[O:20])=[CH:5]2)[CH2:2][CH2:3]1 |f:1.2|. Isolated yield 48.1%. Procedure: 1-Cyclopropyl-5-methyl-6,7,8-trifluoro-1,4-dihydro-4-oxoquinoline-3-carboxylic acid (30 mg, 0.1 mmol) was reacted with 35 mg (0.2 mmol) of 3-(1,2,3-triazol-1-yl)pyrrolidine hydrochloride in 2 ml of dry pyridine under nitrogen in the presence of 30.4 mg (0.2 mmol) of DBU under reflux conditions. The solvent was removed under reduced pressure and to the orange viscous oil water was added and the solid was collected which was further purified from methanol to yield 20 mg of the desired product, m.p... The reactants are O=C1CCC(=O)N1Br, C1CCOC1, Cc1ccccc1-c1cn2c(n1)-c1ccccc1Nc1ncccc1-2. Yields the product Cc1ccccc1-c1nc2n(c1Br)-c1cccnc1Nc1ccccc1-2. RXN SMILES: [Br:26][N:27]1[C:28](=[O:29])[CH2:30][CH2:31][C:32]1=[O:33].[CH2:34]1[O:35][CH2:36][CH2:37][CH2:38]1.[c:1]1([CH3:25])[c:2](-[c:7]2[n:8][c:9]3[n:10]([cH:24]2)-[c:11]2[c:12]([n:20][cH:21][cH:22][cH:23]2)[NH:13][c:14]2[c:15]-3[cH:16][cH:17][cH:18][cH:19]2)[cH:3][cH:4][cH:5][cH:6]1>>[c:1]1([CH3:25])[c:2](-[c:7]2[n:8][c:9]3[n:10]([c:24]2[Br:26])-[c:11]2[c:12]([n:20][cH:21][cH:22][cH:23]2)[NH:13][c:14]2[c:15]-3[cH:16][cH:17][cH:18][cH:19]2)[cH:3][cH:4][cH:5][cH:6]1. Starting materials: COCN(c1ccsc1C(=O)OC)S(=O)(=O)c1ccc(C(C)(C)C)cc1-c1ccncc1Cl, Cl, C1CCOC1. Yields the product COC(=O)c1sccc1NS(=O)(=O)c1ccc(C(C)(C)C)cc1-c1ccncc1Cl. As a reaction SMILES: [C:1]([CH3:2])([CH3:3])([CH3:4])[c:5]1[cH:6][c:7](-[c:27]2[c:28]([Cl:33])[cH:29][n:30][cH:31][cH:32]2)[c:8]([S:11](=[O:12])(=[O:13])[N:14]([CH2:15][O:16][CH3:17])[c:18]2[c:19]([C:23](=[O:24])[O:25][CH3:26])[s:20][cH:21][cH:22]2)[cH:9][cH:10]1.[ClH:34].[O:35]1[CH2:36][CH2:37][CH2:38][CH2:39]1>>[C:1]([CH3:2])([CH3:3])([CH3:4])[c:5]1[cH:6][c:7](-[c:27]2[c:28]([Cl:33])[cH:29][n:30][cH:31][cH:32]2)[c:8]([S:11](=[O:12])(=[O:13])[NH:14][c:18]2[c:19]([C:23](=[O:24])[O:25][CH3:26])[s:20][cH:21][cH:22]2)[cH:9][cH:10]1. Starting materials: ice water, BrC1=CC=C(C=C1)C (p-bromotoluene), BrC1=CC=C(C=C)C=C1 (p-bromo-styrene), Grignard reagent, BrCCBr (1,2-dibromoethane), [Mg] (magnesium). Solvent: C(C)OCC (diethyl ether), C(C)OCC (diethyl ether), C(C)OCC (diethyl ether). Reaction conditions: time 30 minute. Product: C(=C)C1=CC=C(C=C1)C1=CC=C(C=C1)C (4-vinyl-4'-methyl biphenyl). Yield: 75.0%. As a reaction SMILES: Br[CH2:2][CH2:3]Br.[Mg].Br[C:7]1[CH:12]=[CH:11][C:10]([CH3:13])=[CH:9][CH:8]=1.BrC1C=[CH:21][C:18]([CH:19]=[CH2:20])=[CH:17][CH:16]=1>C(OCC)C>[CH:2]([C:7]1[CH:12]=[CH:11][C:10]([C:13]2[CH:20]=[CH:19][C:18]([CH3:21])=[CH:17][CH:16]=2)=[CH:9][CH:8]=1)=[CH2:3]. Reported procedure: Under a stream of an inert gas with agitation, a drop of 1,2-dibromoethane was added to a diethyl ether (100 ml) solution of 1.70 g (0.07 mole) of granular metallic magnesium and the Grignard reagent reaction was started by heating. The liquid temperature was increased up to refluxing and then a diethyl ether (70 ml) solution of 8.61 ml (0.07 mole) of p-bromotoluene was gradually added dropwise taking 30 minutes. After completion of the dropwise addition, it was kept standing under reflux for 1 ... Starting materials: ClCC=1OC(=C(N1)C1=CC=CC=C1)C1=CC=CC=C1 (2-chloromethyl-4,5-diphenyl-oxazole), C(CCC)N (n-butylamine). Run in C1=CC=CC=C1 (benzene). The product is Cl.C(CCC)NCC=1OC(=C(N1)C1=CC=CC=C1)C1=CC=CC=C1 (2-n-butylaminomethyl-4,5-diphenyloxazole hydrochloride). Isolated yield 72.0%. RXN SMILES: [Cl:1][CH2:2][C:3]1[O:4][C:5]([C:14]2[CH:19]=[CH:18][CH:17]=[CH:16][CH:15]=2)=[C:6]([C:8]2[CH:13]=[CH:12][CH:11]=[CH:10][CH:9]=2)[N:7]=1.[CH2:20]([NH2:24])[CH2:21][CH2:22][CH3:23]>C1C=CC=CC=1>[ClH:1].[CH2:20]([NH:24][CH2:2][C:3]1[O:4][C:5]([C:14]2[CH:19]=[CH:18][CH:17]=[CH:16][CH:15]=2)=[C:6]([C:8]2[CH:13]=[CH:12][CH:11]=[CH:10][CH:9]=2)[N:7]=1)[CH2:21][CH2:22][CH3:23] |f:3.4|. Procedure details: A solution of 8 g. 2-chloromethyl-4,5-diphenyl-oxazole (prepared as described in Example 1 a) and 6.6 g. n-butylamine in 100 ml. anhydrous benzene was refluxed for 4 hours. The reaction mixture was washed with water and the separated benzene phase was distilled at 20 mm. pressure. The oily residue was dissolved in 100 ml. anhydrous ether and a flow of gas hydrogen chloride was bubbled through the resulting solution. The 2-n-butylaminomethyl-4,5-diphenyloxazole hydrochloride was recrystallized fr... Starting materials: N[C@H]1CN(CC1)C1=NC(=C2N=CN(C2=N1)[C@H]1[C@@H]([C@@H]([C@H](C1)NC(CC)=O)O)O)NCC(C1=CC=C(C=C1)O)C1=CC=C(C=C1)O (N-((1S,2R,3S,4R)-4-{2-((R)-3-Amino-pyrrolidin-1-yl)-6-[2,2-bis-(4-hydroxy-phenyl)-ethylamino]-purin-9-yl}-2,3-dihydroxy-cyclopentyl)-propionamide), C([O-])([O-])=O.[K+].[K+] (potassium carbonate). The solvent is CN1CCCC1=O (NMP). Conditions: time 90 minute. Yields the product C1(=CC=CC=C1)OC(N[C@H]1CN(CC1)C1=NC(=C2N=CN(C2=N1)[C@H]1[C@@H]([C@@H]([C@H](C1)NC(CC)=O)O)O)NCC(C1=CC=C(C=C1)O)C1=CC=C(C=C1)O)=O ({(R)-1-[6-[2,2-Bis-(4-hydroxy-phenyl)-ethylamino]-9-((1R,2S,3R,4S)-2,3-dihydroxy-4-propionylamino-cyclopentyl)-9H-purin-2-yl]-pyrrolidin-3-yl}-carbamic acid phenyl ester). RXN SMILES: [NH2:1][C@@H:2]1[CH2:6][CH2:5][N:4]([C:7]2[N:15]=[C:14]3[C:10]([N:11]=[CH:12][N:13]3[C@@H:16]3[CH2:20][C@H:19]([NH:21][C:22](=[O:25])[CH2:23][CH3:24])[C@@H:18]([OH:26])[C@H:17]3[OH:27])=[C:9]([NH:28][CH2:29][CH:30]([C:38]3[CH:43]=[CH:42][C:41]([OH:44])=[CH:40][CH:39]=3)[C:31]3[CH:36]=[CH:35][C:34]([OH:37])=[CH:33][CH:32]=3)[N:8]=2)[CH2:3]1.[C:45](=[O:48])([O-])[O-:46].[K+].[K+]>CN1C(=O)CCC1>[C:31]1([O:46][C:45](=[O:48])[NH:1][C@@H:2]2[CH2:6][CH2:5][N:4]([C:7]3[N:15]=[C:14]4[C:10]([N:11]=[CH:12][N:13]4[C@@H:16]4[CH2:20][C@H:19]([NH:21][C:22](=[O:25])[CH2:23][CH3:24])[C@@H:18]([OH:26])[C@H:17]4[OH:27])=[C:9]([NH:28][CH2:29][CH:30]([C:31]4[CH:36]=[CH:35][C:34]([OH:37])=[CH:33][CH:32]=4)[C:38]4[CH:43]=[CH:42][C:41]([OH:44])=[CH:40][CH:39]=4)[N:8]=3)[CH2:3]2)[CH:36]=[CH:35][CH:34]=[CH:33][CH:32]=1 |f:1.2.3|. Reported procedure: A mixture comprising N-((1S,2R,3S,4R)-4-{2-((R)-3-amino-pyrrolidin-1-yl)-6-[2,2-bis-(4-hydroxy-phenyl)-ethylamino]-purin-9-yl}-2,3-dihydroxy-cyclopentyl)-propionamide (Example 22 step 4) (50 mg, 83 μmol) and potassium carbonate (46 mg, 332 μmol) in NMP (1 ml) is treated with phenylchlorofomate and stirred at room temperature for 90 minutes. This mixture was used in the next step without purification. Starting materials: [BH4-], CN, CO, NC(=O)Nc1[nH]c2cc(-c3ccc(C=O)o3)ccc2c1C(N)=O, [Na+]. Product: CNCc1ccc(-c2ccc3c(C(N)=O)c(NC(N)=O)[nH]c3c2)o1. Reaction SMILES: [BH4-:26].[CH3:1][NH2:2].[CH3:28][OH:29].[NH2:3][C:4](=[O:5])[NH:6][c:7]1[nH:8][c:9]2[cH:10][c:11](-[c:19]3[o:20][c:21]([CH:24]=[O:25])[cH:22][cH:23]3)[cH:12][cH:13][c:14]2[c:15]1[C:16](=[O:17])[NH2:18].[Na+:27]>>[CH3:1][NH:2][CH2:24][c:21]1[o:20][c:19](-[c:11]2[cH:10][c:9]3[nH:8][c:7]([NH:6][C:4]([NH2:3])=[O:5])[c:15]([C:16](=[O:17])[NH2:18])[c:14]3[cH:13][cH:12]2)[cH:23][cH:22]1. Reactants: CC#N, CCCCCOc1ccc(Cn2c(C)nc(Cl)c2CCl)c(Cl)c1, N, [Na+], O=C([O-])O. RXN SMILES: [CH3:30][C:31]#[N:32].[Cl:1][c:2]1[n:3][c:4]([CH3:23])[n:5]([CH2:9][c:10]2[c:11]([Cl:22])[cH:12][c:13]([O:16][CH2:17][CH2:18][CH2:19][CH2:20][CH3:21])[cH:14][cH:15]2)[c:6]1[CH2:7][Cl:8].[NH3:24].[Na+:25].[OH:26][C:27](=[O:28])[O-:29]>>[Cl:1][c:2]1[n:3][c:4]([CH3:23])[n:5]([CH2:9][c:10]2[c:11]([Cl:22])[cH:12][c:13]([O:16][CH2:17][CH2:18][CH2:19][CH2:20][CH3:21])[cH:14][cH:15]2)[c:6]1[CH2:7][NH2:24]. Yields the product CCCCCOc1ccc(Cn2c(C)nc(Cl)c2CN)c(Cl)c1. Product: CCCCOc1ccc(-c2ccc(F)c(Cl)c2)cc1C(=O)NC(Cc1ccc(-c2cccc(C(F)(F)F)c2)cc1)C(=O)OC. The reactants are OBO, O=C([O-])[O-], CCCCOc1ccc(-c2ccc(F)c(Cl)c2)cc1C(=O)NC(Cc1ccc(Br)cc1)C(=O)OC, COCCOC, FC(F)(F)c1ccccc1, [Na+], [Na+]. Reaction SMILES: [BH:36]([OH:37])[OH:38].[C:49](=[O:50])([O-:51])[O-:52].[CH3:1][O:2][C:3]([CH:4]([CH2:5][c:6]1[cH:7][cH:8][c:9]([Br:12])[cH:10][cH:11]1)[NH:13][C:14](=[O:15])[c:16]1[cH:17][c:18](-[c:27]2[cH:28][c:29]([Cl:34])[c:30]([F:33])[cH:31][cH:32]2)[cH:19][cH:20][c:21]1[O:22][CH2:23][CH2:24][CH2:25][CH3:26])=[O:35].[CH3:55][O:56][CH2:57][CH2:58][O:59][CH3:60].[F:39][C:40]([c:41]1[cH:42][cH:43][cH:44][cH:45][cH:46]1)([F:47])[F:48].[Na+:53].[Na+:54]>>[CH3:1][O:2][C:3]([CH:4]([CH2:5][c:6]1[cH:7][cH:8][c:9](-[c:45]2[cH:44][cH:43][cH:42][c:41]([C:40]([F:39])([F:47])[F:48])[cH:46]2)[cH:10][cH:11]1)[NH:13][C:14](=[O:15])[c:16]1[cH:17][c:18](-[c:27]2[cH:28][c:29]([Cl:34])[c:30]([F:33])[cH:31][cH:32]2)[cH:19][cH:20][c:21]1[O:22][CH2:23][CH2:24][CH2:25][CH3:26])=[O:35].